From a dataset of the Open Reaction Database (ORD), a public repository of structured organic reaction records. describe an organic reaction: reactants, conditions, products, and yield The reactants are C(=O)(O)[O-].[Na+] (NaHCO3), C(C)(C)(C)C1=C(C=CC=C1)N1CCN(CC1)C(C(=O)NC1CCSCC1)=O (2-[4-(2-tert-Butylphenyl)piperazin-1-yl]-2-oxo-N-(tetrahydro-2H-thiopyran-4-yl)acetamide), ClC1=CC(=CC=C1)C(=O)OO (m-chloroperbenzoic acid), OS(=O)[O-].[Na+] (NaHSO3). Run in C(C)(=O)OCC (ethyl acetate). Run at temperature 0 celsius, time 2 hour. Product: C(C)(C)(C)C1=C(C=CC=C1)N1CCN(CC1)C(C(=O)NC1CCS(CC1)(=O)=O)=O (2-[4-(2-tert-Butylphenyl)piperazin-1-yl]-N-(1,1-dioxidotetrahydro-2H-thiopyran-4-yl)-2-oxoacetamide). The yield is 88.0%. Reaction SMILES: [C:1]([C:5]1[CH:10]=[CH:9][CH:8]=[CH:7][C:6]=1[N:11]1[CH2:16][CH2:15][N:14]([C:17](=[O:27])[C:18]([NH:20][CH:21]2[CH2:26][CH2:25]S[CH2:23][CH2:22]2)=[O:19])[CH2:13][CH2:12]1)([CH3:4])([CH3:3])[CH3:2].ClC1C=CC=C(C(OO)=O)C=1.[OH:39][S:40]([O-:42])=O.[Na+].C([O-])(O)=O.[Na+]>C(OCC)(=O)C>[C:1]([C:5]1[CH:10]=[CH:9][CH:8]=[CH:7][C:6]=1[N:11]1[CH2:12][CH2:13][N:14]([C:17](=[O:27])[C:18]([NH:20][CH:21]2[CH2:22][CH2:23][S:40](=[O:42])(=[O:39])[CH2:25][CH2:26]2)=[O:19])[CH2:15][CH2:16]1)([CH3:3])([CH3:4])[CH3:2] |f:2.3,4.5|. Procedure: A mixture of 2-[4-(2-tert-butylphenyl)piperazin-1-yl]-2-oxo-N-(tetrahydro-2H-thiopyran-4-yl)acetamide (Example 193, 0.21 g, 0.54 mmol) and m-chloroperbenzoic acid (0.29 g, 1.13 mmol) in ethyl acetate (10 mL) was stirred at 0° C. for 2 h. Then the mixture was added saturated NaHSO3 solution and stirred for 1 h. The mixture was poured into saturated NaHCO3 solution and extracted with ethyl acetate. The extract was washed with brine, dried over anhydrous magnesium sulfate, filtered and concentrated... Starting materials: CC1=C(C=CC=C1[N+](=O)[O-])C(CC(=O)OCC)=O (ethyl 2-methyl-3-nitro-β-oxobenzenepropanoate). The solvent is O.FC(C(=O)O)(F)F (water trifluoroacetic acid), O (water). Yields the product CC1=C(C=CC=C1[N+](=O)[O-])C(C)=O (1-(2-methyl-3-nitrophenyl)ethanone). The yield is 67.5%. RXN SMILES: [CH3:1][C:2]1[C:7]([N+:8]([O-:10])=[O:9])=[CH:6][CH:5]=[CH:4][C:3]=1[C:11](=[O:18])[CH2:12]C(OCC)=O>O.FC(F)(F)C(O)=O.O>[CH3:1][C:2]1[C:7]([N+:8]([O-:10])=[O:9])=[CH:6][CH:5]=[CH:4][C:3]=1[C:11](=[O:18])[CH3:12] |f:1.2|. Reported procedure: A solution of ethyl 2-methyl-3-nitro-β-oxobenzenepropanoate (10.0 g, 39.7 mmol) in 100 mL of 30% water/trifluoroacetic acid is heated at reflux for 5 hours. The reaction mixture is cooled to room temperature, diluted with water (100 mL), and extracted with ether. The organic layer is washed with water, saturated aqueous sodium bicarbonate, and brine. Evaporation of the organic layer, followed by recrystallization of the residue gives 1-(2-methyl-3-nitrophenyl)ethanone (4.8 g, 67%), mp=49-51° C. The reactants are C(C1=CC=CC=C1)(=O)NC1[C@@H]2N(C(=C(C(S2=O)Br)CBr)C(=O)OC(C)(C)C)C1=O (t-butyl 7-benzamido-2-bromo-3-bromomethyl-3-cephem-4-carboxylate-1-oxide). Solvent: FC(C(=O)O)(F)F (trifluoroacetic acid). Reaction conditions: time 15 minute. The product is C(C1=CC=CC=C1)(=O)NC1[C@@H]2N(C(=C(C(S2=O)Br)CBr)C(=O)O)C1=O (7-benzamido-2-bromo-3-bromomethyl-3-cephem-4-carboxylic acid-1-oxide). The yield is 85.6%. As a reaction SMILES: [C:1]([NH:9][CH:10]1[C:28](=[O:29])[N:12]2[C:13]([C:21]([O:23]C(C)(C)C)=[O:22])=[C:14]([CH2:19][Br:20])[CH:15]([Br:18])[S:16](=[O:17])[C@H:11]12)(=[O:8])[C:2]1[CH:7]=[CH:6][CH:5]=[CH:4][CH:3]=1>FC(F)(F)C(O)=O>[C:1]([NH:9][CH:10]1[C:28](=[O:29])[N:12]2[C:13]([C:21]([OH:23])=[O:22])=[C:14]([CH2:19][Br:20])[CH:15]([Br:18])[S:16](=[O:17])[C@H:11]12)(=[O:8])[C:2]1[CH:7]=[CH:6][CH:5]=[CH:4][CH:3]=1. Procedure: A mixture of 12.5 g of t-butyl 7-benzamido-2-bromo-3-bromomethyl-3-cephem-4-carboxylate-1-oxide and 50 ml of trifluoroacetic acid was stirred at room temperature for 15 minutes and was then evaporated to dryness under vacuo. 25 ml of dichloromethane were added to the residue and evaporation to dryness was repeated. A 1:1 mixture of ether and heptane was added to the residue and the formed crystals were vacuum filtered and washed with the same mixture to obtain 9.6 g of 7-benzamido-2-bromo-3-brom... Reactants: C1(CCC1)N1CCN(CCC1)C(=O)C1CCNCC1 (1-Cyclobutyl-4-(piperidine-4-carbonyl)-[1,4]-diazepane), ClC1=CC(=NC=C1)C#N (4-chloro-2-cyanopyridine). Product: Cl.C1(CCC1)N1CCN(CCC1)C(=O)C1CCN(CC1)C1=CC(=NC=C1)C#N (1-Cyclobutyl-4-[1-(2-cyanopyridin-4-yl)-piperidine-4-carbonyl]-[1,4]-diazepane hydrochloride). As a reaction SMILES: [CH:1]1([N:5]2[CH2:11][CH2:10][CH2:9][N:8]([C:12]([CH:14]3[CH2:19][CH2:18][NH:17][CH2:16][CH2:15]3)=[O:13])[CH2:7][CH2:6]2)[CH2:4][CH2:3][CH2:2]1.[Cl:20][C:21]1[CH:26]=[CH:25][N:24]=[C:23]([C:27]#[N:28])[CH:22]=1>>[ClH:20].[CH:1]1([N:5]2[CH2:11][CH2:10][CH2:9][N:8]([C:12]([CH:14]3[CH2:15][CH2:16][N:17]([C:21]4[CH:26]=[CH:25][N:24]=[C:23]([C:27]#[N:28])[CH:22]=4)[CH2:18][CH2:19]3)=[O:13])[CH2:7][CH2:6]2)[CH2:4][CH2:3][CH2:2]1 |f:2.3|. Reported procedure: The title compound (E137) was prepared in a similar manner to that described in Example 98, using 1-cyclobutyl-4-(piperidine-4-carbonyl)-[1,4]-diazepane (D10) and 4-chloro-2-cyanopyridine (T. Sakamoto, S-I. Kaneda, S. Nishimura and H. Yamanaka, Chem. Pharm. Bull., 1985, 33(2), 565-571). 1H NMR δ [DMSO-d6]: 1.51-1.83 (6H, m), 2.01-2.23 (3H, m), 2.37-2.49 (3H, m), 2.72-3.15 (5H, m), 3.30-3.85 (6H, m), 4.01-4.10 (3H, m), 7.14 (1H, dd, J=7, 3 Hz), 7.64 (1H, d, J=3 Hz), 8.26 (1H, d, J=7 Hz), 11.19 an... The reactants are Boc, C(C)(C)(C)OC(NC(CC1(CCCC1)F)C(NC1(CCC1)C(C(NC1=NN(C=C1)C)=O)O)=O)=O ((2-(1-Fluoro-cyclopentyl)-1-{1-[hydroxy-(1-methyl-1H-pyrazol-3-ylcarbamoyl)-methyl]-cyclobutylcarbamoyl}-ethyl)-carbamic acid tert-butyl ester), Cl (HCl). Solvent: O1CCOCC1 (1,4-dioxane). Reaction conditions: time 20 minute. The product is NC(C(=O)NC1(CCC1)C(C(NC1=NN(C=C1)C)=O)O)CC1(CCCC1)F (2-Amino-3-(1-fluoro-cyclopentyl)-N-{1-[hydroxy-(1-methyl-1H-pyrazol-3-ylcarbamoyl)-methyl]-cyclobutyl}-propionamide), Cl (HCl). Isolated yield 99.0%. As a reaction SMILES: C(OC(=O)[NH:7][CH:8]([C:16](=[O:33])[NH:17][C:18]1([CH:22]([OH:32])[C:23](=[O:31])[NH:24][C:25]2[CH:29]=[CH:28][N:27]([CH3:30])[N:26]=2)[CH2:21][CH2:20][CH2:19]1)[CH2:9][C:10]1([F:15])[CH2:14][CH2:13][CH2:12][CH2:11]1)(C)(C)C.[ClH:35]>O1CCOCC1>[NH2:7][CH:8]([CH2:9][C:10]1([F:15])[CH2:14][CH2:13][CH2:12][CH2:11]1)[C:16]([NH:17][C:18]1([CH:22]([OH:32])[C:23](=[O:31])[NH:24][C:25]2[CH:29]=[CH:28][N:27]([CH3:30])[N:26]=2)[CH2:21][CH2:20][CH2:19]1)=[O:33].[ClH:35]. Procedure: The Boc-protected amine 56-a (332 mg, 0.689 mmol) was added 4M HCl in 1,4-dioxane (5 mL) and the reaction was stirred for 20 min. The product was isolated by degassing the reaction (N2/vacuum cycles) followed by lyophilisation. This gave the title compound as the bis HCl salt (310 mg, >99%). ES+ 382.1 [M+H]+.